Dataset: the Open Reaction Database (ORD), a public repository of structured organic reaction records. Task: describe an organic reaction: reactants, conditions, products, and yield Reactants: CO, CCOC(C)=O, Nc1ncc(Br)cc1C(=O)O, [Na+], [Na+], O=C([O-])[O-], O, O=S(=O)(O)O. Product: COC(=O)c1cc(Br)cnc1N. As a reaction SMILES: [CH3:24][OH:25].[CH3:26][CH2:27][O:28][C:29](=[O:30])[CH3:31].[NH2:1][c:2]1[n:3][cH:4][c:5]([Br:11])[cH:6][c:7]1[C:8](=[O:9])[OH:10].[Na+:18].[Na+:19].[O-:20][C:21](=[O:22])[O-:23].[OH2:17].[S:12](=[O:13])(=[O:14])([OH:15])[OH:16]>>[NH2:1][c:2]1[n:3][cH:4][c:5]([Br:11])[cH:6][c:7]1[C:8](=[O:9])[O:10][CH3:21]. The reactants are chlorides, OC1=CC2=C(SC(=C2)S(N)(=O)=O)C=C1 (5-hydroxy-2-sulfamoylbenzo[b]thiophene), C(C)(=O)Cl (acetyl chloride). Product: OC1=CC=CC2=C1SC(=C2)S(N)(=O)=O (7-hydroxy-2-sulfamoylbenzo[b]thiophene), OC1=CC=CC=2SC(=CC21)S(N)(=O)=O (4-hydroxy-2-sulfamoylbenzo[b]thiophene), acyloxy-2-sulfamoylbenzo[b]thiophenes. Reaction SMILES: [C:1](Cl)(=[O:3])[CH3:2].O[C:6]1[CH:18]=[CH:17][C:9]2[S:10][C:11]([S:13](=[O:16])(=[O:15])[NH2:14])=[CH:12][C:8]=2[CH:7]=1>>[OH:3][C:1]1[C:9]2[S:10][C:11]([S:13](=[O:16])(=[O:15])[NH2:14])=[CH:12][C:8]=2[CH:7]=[CH:6][CH:2]=1.[OH:3][C:1]1[C:8]2[CH:12]=[C:11]([S:13](=[O:16])(=[O:15])[NH2:14])[S:10][C:9]=2[CH:17]=[CH:18][CH:2]=1. Reported procedure: Employing the procedure substantially as described in Example 6, but using as the acylating agent acetyl chloride as used therein or an approximately equimolar amount of the acid chlorides described in Table III and substituting for the 5-hydroxy-2-sulfamoylbenzo[b]thiophene used therein an equimolar amount of 7-hydroxy-2-sulfamoylbenzo[b]thiophene or 4-hydroxy-2-sulfamoylbenzo[b]thiophene there are produced the acyloxy-2-sulfamoylbenzo[b]thiophenes also described in Table III in accordance with... The reactants are [O-]P(=O)([O-])[O-].[K+].[K+].[K+] (K3PO4), CC=1C=C(C=CC1B1OC(C(O1)(C)C)(C)C)O (3-methyl-4-(4,4,5,5-tetramethyl-[1,3,2]dioxaborolan-2-yl)-phenol), C(C)OC(=O)C1=NOC2=C1C=CC(=C2)Br (6-bromo-benzo[d]isoxazole-3-carboxylic acid ethyl ester), N#N (N2). Reagents/catalysts: C=1C=CC(=CC1)/C=C/C(=O)/C=C/C2=CC=CC=C2.C=1C=CC(=CC1)/C=C/C(=O)/C=C/C2=CC=CC=C2.C=1C=CC(=CC1)/C=C/C(=O)/C=C/C2=CC=CC=C2.[Pd].[Pd] (Pd2(dba)3), C1(CCCCC1)P(C1CCCCC1)C1CCCCC1 (tricyclohexyl phosphine). Run in O1CCOCC1 (1,4-dioxane). Run at temperature 50 celsius. Product: C(C)OC(=O)C1=NOC2=C1C=CC(=C2)C2=C(C=C(C=C2)O)C (6-(4-Hydroxy-2-methyl-phenyl)-benzo[d]isoxazole-3-carboxylic Acid Ethyl Ester). Yield: 92.6%. Reaction SMILES: [CH3:1][C:2]1[CH:3]=[C:4]([OH:17])[CH:5]=[CH:6][C:7]=1B1OC(C)(C)C(C)(C)O1.[CH2:18]([O:20][C:21]([C:23]1[C:27]2[CH:28]=[CH:29][C:30](Br)=[CH:31][C:26]=2[O:25][N:24]=1)=[O:22])[CH3:19].N#N.[O-]P([O-])([O-])=O.[K+].[K+].[K+]>O1CCOCC1.C1C=CC(/C=C/C(/C=C/C2C=CC=CC=2)=O)=CC=1.C1C=CC(/C=C/C(/C=C/C2C=CC=CC=2)=O)=CC=1.C1C=CC(/C=C/C(/C=C/C2C=CC=CC=2)=O)=CC=1.[Pd].[Pd].C1(P(C2CCCCC2)C2CCCCC2)CCCCC1>[CH2:18]([O:20][C:21]([C:23]1[C:27]2[CH:28]=[CH:29][C:30]([C:7]3[CH:6]=[CH:5][C:4]([OH:17])=[CH:3][C:2]=3[CH3:1])=[CH:31][C:26]=2[O:25][N:24]=1)=[O:22])[CH3:19] |f:3.4.5.6,8.9.10.11.12|. Procedure details: A solution of 3-methyl-4-(4,4,5,5-tetramethyl-[1,3,2]dioxaborolan-2-yl)-phenol (0.624 g, 2.67 mmol) and 6-bromo-benzo[d]isoxazole-3-carboxylic acid ethyl ester (0.360 g, 1.33 mmol) in 1,4-dioxane (20 mL) is evacuated and re-filled with N2 3 times. To this solution, Pd2(dba)3 (0.010 g), tricyclohexyl phosphine (PCy3, 10 mg), and aqueous K3PO4 (1.5 mL, 1.30 M) are added. The resulting mixture is heated at 50° C. for 2 hours under N2. The reaction mixture is cooled to room temperature and filtered ... Starting materials: COC1=CC2=C(CCNCC2)C=C1 (7-methoxy-2,3,4,5-tetrahydro-1H-benzo[d]azepine), [N+](=O)([O-])[O-].[K+] (potassium nitrate), FC(C(=O)OC(C(F)(F)F)=O)(F)F (Trifluoroacetic anhydride). Solvent: C(C)#N (acetonitrile). Run at time 1.5 hour. Yields the product FC(C(=O)N1CCC2=C(CC1)C=C(C(=C2)[N+](=O)[O-])OC)(F)F (2,2,2-trifluoro-1-(7-methoxy-8-nitro-1,2,4,5-tetrahydro-benzo[d]azepin-3-yl)-ethanone), FC(C(=O)N1CCC2=C(CC1)C(=C(C=C2)OC)[N+](=O)[O-])(F)F (2,2,2-trifluoro-1-(7-methoxy-6-nitro-1,2,4,5-tetrahydro-benzo[d]azepin-3-yl)-ethanone). Yield: 25.0%. Reaction SMILES: [CH3:1][O:2][C:3]1[CH:13]=[CH:12][C:6]2[CH2:7][CH2:8][NH:9][CH2:10][CH2:11][C:5]=2[CH:4]=1.[F:14][C:15]([F:26])([F:25])[C:16](O[C:19](=[O:24])[C:20]([F:23])([F:22])[F:21])=[O:17].[N+:27]([O-:30])([O-:29])=[O:28].[K+]>C(#N)C>[F:14][C:15]([F:26])([F:25])[C:16]([N:9]1[CH2:10][CH2:11][C:5]2[CH:4]=[C:3]([O:2][CH3:1])[C:13]([N+:27]([O-:29])=[O:28])=[CH:12][C:6]=2[CH2:7][CH2:8]1)=[O:17].[F:23][C:20]([F:21])([F:22])[C:19]([N:9]1[CH2:10][CH2:11][C:5]2[C:4]([N+:27]([O-:30])=[O:28])=[C:3]([O:2][CH3:1])[CH:13]=[CH:12][C:6]=2[CH2:7][CH2:8]1)=[O:24] |f:2.3|. Procedure: Into a 1-neck round-bottom flask 7-methoxy-2,3,4,5-tetrahydro-1H-benzo[d]azepine (17.00 g, 0.096 mol) was dissolved in acetonitrile (100 mL). Trifluoroacetic anhydride (47.4 mL, 0.34 mol) was added at −20° C. After 10 minutes potassium nitrate (9.7 g, 0.096 mol) was added at the same temperature, and the reaction mixture was stirred for 1.5 hours. The reaction was quenched by addition of diluted NaHCO3, and allowed to warm to room temperature. Partition between saturated aqueous Na2CO3 and dichl... The reactants are C1CCOC1 (THF), C1(=CC=CC=C1)C (toluene), COC1=CC=C(C=C1)[Mg]Br (p-methoxyphenylmagnesium bromide), ClC1=C(C=CC=C1)F (1-chloro-2-fluorobenzene). Run in CCCCCC (hexane). Reaction conditions: time 24 hour. Product: FC1=C(C=CC=C1)C1=CC=C(C=C1)OC (2-fluoro-4′-methoxybiphenyl). Yield: 68.0%. RXN SMILES: C1COCC1.[CH3:6][O:7][C:8]1[CH:13]=[CH:12][C:11]([Mg]Br)=[CH:10][CH:9]=1.Cl[C:17]1[CH:22]=[CH:21][CH:20]=[CH:19][C:18]=1[F:23].C1(C)C=CC=CC=1>CCCCCC>[F:23][C:18]1[CH:19]=[CH:20][CH:21]=[CH:22][C:17]=1[C:11]1[CH:12]=[CH:13][C:8]([O:7][CH3:6])=[CH:9][CH:10]=1. Procedure details: Using a THF solution of p-methoxyphenylmagnesium bromide (2.34 mL, 0.64 M, 1.5 mmol) and 1-chloro-2-fluorobenzene (130.6 mg, 1.0 mmol) as starting materials, the reaction was performed at a scale of 1.0 mmol at 60° C. for 24 hours, then at 80° C. for 12 hours in the same manner as in Example 15. After performing silica gel column chromatography (toluene=15, 30 and 50% in hexane), the above compound (0.135 g, yield=68%, purity=>97% (GC analysis)) was obtained as a white solid. The reactants are BrCCCCCCC(=O)O (7-bromoheptanoic acid), C1(=CC=CC=C1)P(C1=CC=CC=C1)C1=CC=CC=C1 (triphenylphosphine), product. Solvent: C(C)#N (acetonitrile). Reaction conditions: time 8 hour. The product is [Br-].C(=O)(O)CCCCCC[P+](C1=CC=CC=C1)(C1=CC=CC=C1)C1=CC=CC=C1 ((6-carboxyhexyl)triphenylphosphonium bromide). As a reaction SMILES: [Br:1][CH2:2][CH2:3][CH2:4][CH2:5][CH2:6][CH2:7][C:8]([OH:10])=[O:9].[C:11]1([P:17]([C:24]2[CH:29]=[CH:28][CH:27]=[CH:26][CH:25]=2)[C:18]2[CH:23]=[CH:22][CH:21]=[CH:20][CH:19]=2)[CH:16]=[CH:15][CH:14]=[CH:13][CH:12]=1>C(#N)C>[Br-:1].[C:8]([CH2:7][CH2:6][CH2:5][CH2:4][CH2:3][CH2:2][P+:17]([C:18]1[CH:19]=[CH:20][CH:21]=[CH:22][CH:23]=1)([C:24]1[CH:29]=[CH:28][CH:27]=[CH:26][CH:25]=1)[C:11]1[CH:12]=[CH:13][CH:14]=[CH:15][CH:16]=1)([OH:10])=[O:9] |f:3.4|. Procedure details: A mixture of 63.6 g. of 7-bromoheptanoic acid in 80 g. of triphenylphosphine, and 300 ml. of acetonitrile is refluxed for 68 hours. Then 200 ml. of acetonitrile is removed by distillation. After the remaining solution has cooled to room temperature, 300 ml. of benzene is added with stirring. After adding a seed crystal, the mixture is allowed to stand overnight. The solid which separated is collected by filtration giving 134.1 g. of the product as white prisms, melting point 185°-187°. A portion... Reagents/catalysts: [Cl-].C(CCC)[N+](CCCC)(CCCC)CCCC (tetra-n-butylammonium chloride), C(C)(=O)[O-].[Pd+2].C(C)(=O)[O-] (palladium(II) acetate). Solvent: CN(C=O)C (N,N-dimethylformamide). Yield: 40.8%. Reactants: C([O-])(O)=O.[Na+] (sodium bicarbonate), BrC=1C=C(C=NC1)/C=C/C=1C=C(C=CC1)NC1=NC=CC=C1[N+](=O)[O-] (2-[3-[(E)-2-(5-bromopyridin-3-yl)vinyl]phenylamino]-3-nitropyridine), C(=C)C1=CC=NC=C1 (4-vinylpyridine), C([O-])(O)=O.[Na+] (sodium bicarbonate). Yields the product N1=CC=C(C=C1)/C=C/C=1C=C(C=NC1)/C=C/C=1C=C(C=CC1)NC1=NC=CC=C1[N+](=O)[O-] (2-[3-[(E)-2-[5-[(E)-2-(4-pyridyl)vinyl]pyridin-3-yl]vinyl]phenylamino]-3-nitropyridine). Procedure details: A mixture of 2-[3-[(E)-2-(5-bromopyridin-3-yl)vinyl]phenylamino]-3-nitropyridine (800 mg), 4-vinylpyridine (233 mg), palladium(II) acetate (27 mg), tetra-n-butylammonium chloride (616 mg) and sodium bicarbonate (432 mg) in N,N-dimethylformamide (4 ml) was stirred at 120pbC. for 4 hours. The mixture was poured into sodium bicarbonate solution and extracted with ethyl acetate twice. The combined organic solution was washed with aqueous sodium bicarbonate and brine, dried over magnesium sulfate and... RXN SMILES: Br[C:2]1[CH:3]=[C:4](/[CH:8]=[CH:9]/[C:10]2[CH:11]=[C:12]([NH:16][C:17]3[C:22]([N+:23]([O-:25])=[O:24])=[CH:21][CH:20]=[CH:19][N:18]=3)[CH:13]=[CH:14][CH:15]=2)[CH:5]=[N:6][CH:7]=1.[CH:26]([C:28]1[CH:33]=[CH:32][N:31]=[CH:30][CH:29]=1)=[CH2:27].C(=O)(O)[O-].[Na+]>[Cl-].C([N+](CCCC)(CCCC)CCCC)CCC.CN(C)C=O.C([O-])(=O)C.[Pd+2].C([O-])(=O)C>[N:31]1[CH:32]=[CH:33][C:28](/[CH:26]=[CH:27]/[C:2]2[CH:3]=[C:4](/[CH:8]=[CH:9]/[C:10]3[CH:11]=[C:12]([NH:16][C:17]4[C:22]([N+:23]([O-:25])=[O:24])=[CH:21][CH:20]=[CH:19][N:18]=4)[CH:13]=[CH:14][CH:15]=3)[CH:5]=[N:6][CH:7]=2)=[CH:29][CH:30]=1 |f:2.3,4.5,7.8.9|. Conditions: time 4 hour.